Dataset: the Open Reaction Database (ORD), a public repository of structured organic reaction records. Task: describe an organic reaction: reactants, conditions, products, and yield Reactants: CC(C)(C)OC(=O)NCCCCC(=O)O, ClC(Cl)Cl, CCCNc1cc(C(=O)OC)ccc1N, On1nnc2ccccc21. Product: CCCNc1cc(C(=O)OC)ccc1NC(=O)CCCCNC(=O)OC(C)(C)C. As a reaction SMILES: [C:1]([CH3:2])([CH3:3])([CH3:4])[O:5][C:6](=[O:7])[NH:8][CH2:9][CH2:10][CH2:11][CH2:12][C:13](=[O:14])[OH:15].[CH:41]([Cl:42])([Cl:43])[Cl:44].[NH2:26][c:27]1[c:28]([NH:37][CH2:38][CH2:39][CH3:40])[cH:29][c:30]([C:31](=[O:32])[O:33][CH3:34])[cH:35][cH:36]1.[OH:16][n:17]1[c:18]2[c:19]([cH:20][cH:21][cH:22][cH:23]2)[n:24][n:25]1>>[C:1]([CH3:2])([CH3:3])([CH3:4])[O:5][C:6](=[O:7])[NH:8][CH2:9][CH2:10][CH2:11][CH2:12][C:13](=[O:15])[NH:26][c:27]1[c:28]([NH:37][CH2:38][CH2:39][CH3:40])[cH:29][c:30]([C:31](=[O:32])[O:33][CH3:34])[cH:35][cH:36]1. Starting materials: FC(CCC(NC=1C=NC2=CC=CC=C2C1)C1=CC=C(C(=O)OCC)C=C1)(F)F (ethyl(+/−)-4-(4,4,4-trifluoro-1-(quinolin-3-ylamino)butyl)benzoate), [OH-].[Na+] (sodium hydroxide). The solvent is CO (methanol), O1CCCC1 (tetrahydrofuran). Conditions: time 17 hour. The product is FC(CCC(NC=1C=NC2=CC=CC=C2C1)C1=CC=C(C(=O)O)C=C1)(F)F ((+/−)-4-(4,4,4-trifluoro-1-(quinolin-3-ylamino)butyl)benzoic acid). As a reaction SMILES: [F:1][C:2]([F:29])([F:28])[CH2:3][CH2:4][CH:5]([C:17]1[CH:27]=[CH:26][C:20]([C:21]([O:23]CC)=[O:22])=[CH:19][CH:18]=1)[NH:6][C:7]1[CH:8]=[N:9][C:10]2[C:15]([CH:16]=1)=[CH:14][CH:13]=[CH:12][CH:11]=2.[OH-].[Na+]>CO.O1CCCC1>[F:29][C:2]([F:1])([F:28])[CH2:3][CH2:4][CH:5]([C:17]1[CH:18]=[CH:19][C:20]([C:21]([OH:23])=[O:22])=[CH:26][CH:27]=1)[NH:6][C:7]1[CH:8]=[N:9][C:10]2[C:15]([CH:16]=1)=[CH:14][CH:13]=[CH:12][CH:11]=2 |f:1.2|. Reported procedure: To a solution of ethyl(+/−)-4-(4,4,4-trifluoro-1-(quinolin-3-ylamino)butyl)benzoate (95 mg, 0.24 mmol) in methanol (1.2 mL) and tetrahydrofuran (1.2 mL) was added 1 N aq sodium hydroxide (1.2 mL, 1.2 mmol). After 17 hours, the solution was concentrated under reduced pressure to remove methanol and tetrahydrofuran. The mixture was then acidified to pH 5 with 1 N aq hydrochloric acid and diluted with sat. aq sodium chloride (20 mL). The mixture was extracted with ethyl acetate (3×20 mL). The combi... Conditions: time 90 minute. The product is NC1=NN2C(N=CC(=C2)F)=C1C(=O)NC=1C=NC=C(C1N1CCC(CC1)C(=O)N1CCNCC1)F (2-amino-6-fluoro-N-(5-fluoro-4-(4-(piperazine-1-carbonyl)piperidin-1-yl)pyridin-3-yl)pyrazolo[1,5-a]pyrimidine-3-carboxamide). Procedure: tert-butyl 4-(1-(3-(2-amino-6-fluoropyrazolo[1,5-a]pyrimidine-3-carboxamido)-5-fluoropyridin-4-yl)piperidine-4-carbonyl)piperazine-1-carboxylate prepared using procedure similar to Example 4 was dissolved in a mixture of DCM (5 mL)/TFA (1 mL, 12.98 mmol) and stirred at RT for 90 min. then concentrated in vacuo. The residue was purified by fractionlynx. Clean fractions were freeze dried to yield 2-amino-6-fluoro-N-(5-fluoro-4-(4-(piperazine-1-carbonyl)piperidin-1-yl)pyridin-3-yl)pyrazolo[1,5-a]py... As a reaction SMILES: [NH2:1][C:2]1[C:11]([C:12]([NH:14][C:15]2[CH:16]=[N:17][CH:18]=[C:19]([F:42])[C:20]=2[N:21]2[CH2:26][CH2:25][CH:24]([C:27]([N:29]3[CH2:34][CH2:33][N:32](C(OC(C)(C)C)=O)[CH2:31][CH2:30]3)=[O:28])[CH2:23][CH2:22]2)=[O:13])=[C:5]2[N:6]=[CH:7][C:8]([F:10])=[CH:9][N:4]2[N:3]=1.C(O)(C(F)(F)F)=O>C(Cl)Cl>[NH2:1][C:2]1[C:11]([C:12]([NH:14][C:15]2[CH:16]=[N:17][CH:18]=[C:19]([F:42])[C:20]=2[N:21]2[CH2:26][CH2:25][CH:24]([C:27]([N:29]3[CH2:30][CH2:31][NH:32][CH2:33][CH2:34]3)=[O:28])[CH2:23][CH2:22]2)=[O:13])=[C:5]2[N:6]=[CH:7][C:8]([F:10])=[CH:9][N:4]2[N:3]=1. Solvent: C(Cl)Cl (DCM). Starting materials: C(=O)(C(F)(F)F)O (TFA), NC1=NN2C(N=CC(=C2)F)=C1C(=O)NC=1C=NC=C(C1N1CCC(CC1)C(=O)N1CCN(CC1)C(=O)OC(C)(C)C)F (tert-butyl 4-(1-(3-(2-amino-6-fluoropyrazolo[1,5-a]pyrimidine-3-carboxamido)-5-fluoropyridin-4-yl)piperidine-4-carbonyl)piperazine-1-carboxylate). Reactants: CN1N=CC(=C1S(=O)(=O)N)NC(=O)OCC (1-methyl-4-(ethoxycarbonylamino)pyrazole-5-sulfonamide), C([O-])([O-])=O.[K+].[K+] (potassium carbonate), C(C)(C)N=C=S (isopropyl isothiocyanate). The solvent is CC(=O)C (acetone). Conditions: temperature 55 celsius. Yields the product C(C)OC(=O)NC=1C=NN(C1S(=O)(=O)NC(=S)NC(C)C)C (N-(4-Ethoxycarbonylamino-1-methyl-5-pyrazolesulfonyl)-N'-isopropylthiourea). The yield is 64.0%. Reaction SMILES: [CH3:1][N:2]1[C:6]([S:7]([NH2:10])(=[O:9])=[O:8])=[C:5]([NH:11][C:12]([O:14][CH2:15][CH3:16])=[O:13])[CH:4]=[N:3]1.C(=O)([O-])[O-].[K+].[K+].[CH:23]([N:26]=[C:27]=[S:28])([CH3:25])[CH3:24]>CC(C)=O>[CH2:15]([O:14][C:12]([NH:11][C:5]1[CH:4]=[N:3][N:2]([CH3:1])[C:6]=1[S:7]([NH:10][C:27]([NH:26][CH:23]([CH3:25])[CH3:24])=[S:28])(=[O:9])=[O:8])=[O:13])[CH3:16] |f:1.2.3|. Procedure details: A mixture of 1-methyl-4-(ethoxycarbonylamino)pyrazole-5-sulfonamide (0.42 g), potassium carbonate (0.34 g) and isopropyl isothiocyanate (280 μl) in 10 ml of dry acetone was heated at 55° C. for 18 h and then evaporated to dryness. The residue was dissolved in 10 ml of water, and pH was adjusted to 2 by dropwise addition of 4M hydrochloric acid. The precipitate was filtered off, rinsed with a small amount of water and dried to give 0.38 g (64%) of the title compound; m.p. 141°-144° C. The product is Cl.NC(CO)(CO)CCC1=CC(=C(C=C1)OCCCC1=CC(=CC=C1)CC)C(F)(F)F (2-amino-2-(2-{4-[3-(3-ethylphenyl)propoxy]-3-trifluoromethylphenyl}ethyl)propane-1,3-diol hydrochloride). The solvent is C(C)O (ethanol). RXN SMILES: C(OC(=O)[NH:7][C:8]1([CH2:16][CH2:17][C:18]2[CH:23]=[CH:22][C:21]([O:24][CH2:25][CH2:26][CH2:27][C:28]3[CH:33]=[CH:32][CH:31]=[C:30]([CH2:34][CH3:35])[CH:29]=3)=[C:20]([C:36]([F:39])([F:38])[F:37])[CH:19]=2)[CH2:13][O:12]C(C)(C)[O:10][CH2:9]1)(C)(C)C.[ClH:41]>C(O)C>[ClH:41].[NH2:7][C:8]([CH2:16][CH2:17][C:18]1[CH:23]=[CH:22][C:21]([O:24][CH2:25][CH2:26][CH2:27][C:28]2[CH:33]=[CH:32][CH:31]=[C:30]([CH2:34][CH3:35])[CH:29]=2)=[C:20]([C:36]([F:37])([F:38])[F:39])[CH:19]=1)([CH2:9][OH:10])[CH2:13][OH:12] |f:3.4|. The reactants are C(C)(C)(C)OC(NC1(COC(OC1)(C)C)CCC1=CC(=C(C=C1)OCCCC1=CC(=CC=C1)CC)C(F)(F)F)=O ([2,2-dimethyl-5-(2-{4-[3-(3-ethylphenyl)propoxy]-3-trifluoromethylphenyl}ethyl)-1,3-dioxan-5-yl]carbamic acid t-butyl ester), Cl (hydrochloric acid). Reaction conditions: temperature 80 celsius, time 1.5 hour. Procedure: Compound 47-5 (790 mg) was dissolved in ethanol (15 ml), concentrated hydrochloric acid (1.5 ml) was added, and the mixture was stirred at 80° C. for 1.5 hr. The reaction mixture was concentrated, and the residue was washed with diethyl ether to give the object product (570 mg) as a white powder. The reactants are CCCO, Nc1nc(Cl)cc(-c2cc(Br)ccc2O)n1, CCOC(=O)N=NC(=O)OCC, C1CCOC1, c1ccc(P(c2ccccc2)c2ccccc2)cc1. The product is CCCOc1ccc(Br)cc1-c1cc(Cl)nc(N)n1. As a reaction SMILES: [CH2:17]([CH2:18][CH3:19])[OH:20].[NH2:1][c:2]1[n:3][c:4]([Cl:16])[cH:5][c:6](-[c:8]2[c:9]([OH:15])[cH:10][cH:11][c:12]([Br:14])[cH:13]2)[n:7]1.[O:40]=[C:41]([O:42][CH2:43][CH3:44])[N:45]=[N:46][C:47]([O:48][CH2:49][CH3:50])=[O:51].[O:52]1[CH2:53][CH2:54][CH2:55][CH2:56]1.[c:21]1([P:22]([c:23]2[cH:24][cH:25][cH:26][cH:27][cH:28]2)[c:29]2[cH:30][cH:31][cH:32][cH:33][cH:34]2)[cH:35][cH:36][cH:37][cH:38][cH:39]1>>[NH2:1][c:2]1[n:3][c:4]([Cl:16])[cH:5][c:6](-[c:8]2[c:9]([O:15][CH2:17][CH2:18][CH3:19])[cH:10][cH:11][c:12]([Br:14])[cH:13]2)[n:7]1. The reactants are NC=1N=CC=2CC(NC3=C(C2N1)C=C(C(=C3)Cl)C#CCN(C)C)=O (2-amino-9-chloro-10-[3-(dimethylamino)prop-1-yn-1-yl]-5,7-dihydro-6H-pyrimido[5,4-d][1]benzazepin-6-one). Reagents/catalysts: [Ni] (Ni). Run in O (water), C1CCOC1 (THF). Run at time 8 hour. Yields the product NC=1N=CC=2CC(NC3=C(C2N1)C=C(C(=C3)Cl)CCCN(C)C)=O (2-amino-9-chloro-10-[3-(dimethylamino)propyl]-5,7-dihydro-6H-pyrimido[5,4-d][1]benzazepin-6-one). Yield: 51.9%. As a reaction SMILES: [NH2:1][C:2]1[N:3]=[CH:4][C:5]2[CH2:6][C:7](=[O:24])[NH:8][C:9]3[CH:16]=[C:15]([Cl:17])[C:14]([C:18]#[C:19][CH2:20][N:21]([CH3:23])[CH3:22])=[CH:13][C:10]=3[C:11]=2[N:12]=1>O.C1COCC1.[Ni]>[NH2:1][C:2]1[N:3]=[CH:4][C:5]2[CH2:6][C:7](=[O:24])[NH:8][C:9]3[CH:16]=[C:15]([Cl:17])[C:14]([CH2:18][CH2:19][CH2:20][N:21]([CH3:22])[CH3:23])=[CH:13][C:10]=3[C:11]=2[N:12]=1. Procedure: A slurry of Raney Ni (3.0 mL) in water was added to 2-amino-9-chloro-10-[3-(dimethylamino)prop-1-yn-1-yl]-5,7-dihydro-6H-pyrimido[5,4-d][1]benzazepin-6-one (0.30 g, 0.88 mmol) in THF (6 mL). The reaction mixture was allowed to stir under an atmosphere of H2 at rt overnight. The reaction mixture was filtered over Celite and the filter cake was washed with THF. The filtrate was concentrated and the resulting solid was triturated with MeOH, diethyl ether, and hexanes. The solid was collected via su... Reactants: COC(=O)C(CC(C)C)OCc1ccc(Br)cc1, CO, Cl, C1CCOC1, O. The product is CC(C)CC(OCc1ccc(Br)cc1)C(=O)O. Reaction SMILES: [Br:1][c:2]1[cH:3][cH:4][c:5]([CH2:6][O:7][CH:8]([C:9](=[O:10])[O:11][CH3:12])[CH2:13][CH:14]([CH3:15])[CH3:16])[cH:17][cH:18]1.[CH3:19][OH:20].[ClH:27].[O:21]1[CH2:22][CH2:23][CH2:24][CH2:25]1.[OH2:26]>>[Br:1][c:2]1[cH:3][cH:4][c:5]([CH2:6][O:7][CH:8]([C:9](=[O:10])[OH:11])[CH2:13][CH:14]([CH3:15])[CH3:16])[cH:17][cH:18]1.